Dataset: the Open Reaction Database (ORD), a public repository of structured organic reaction records. Task: describe an organic reaction: reactants, conditions, products, and yield Starting materials: Cl (hydrochloride), C(=O)(O)C(CC(=O)O)C1C(N=C2N1C=CC=C2)=O (3-(1,2-dicarboxyethyl)-imidazo[1,2-a]pyridin-2(3H)-one), C(=C)C(=O)C (methyl vinyl ketone), CO (methanol). The solvent is O (water). Run at time 36 hour. Product: C(=O)(O)C(CC(=O)O)C1(C(N=C2N1C=CC=C2)=O)CCC(C)=O (3-(1,2-dicarboxyethyl)-3-(3-oxobutyl)-imidazo[1,2-a]pyridin-2(3H)-one). Reaction SMILES: Cl.[C:2]([CH:5]([CH:10]1[N:14]2[CH:15]=[CH:16][CH:17]=[CH:18][C:13]2=[N:12][C:11]1=[O:19])[CH2:6][C:7]([OH:9])=[O:8])([OH:4])=[O:3].[CH:20]([C:22]([CH3:24])=[O:23])=[CH2:21].CO>O>[C:2]([CH:5]([C:10]1([CH2:21][CH2:20][C:22](=[O:23])[CH3:24])[N:14]2[CH:15]=[CH:16][CH:17]=[CH:18][C:13]2=[N:12][C:11]1=[O:19])[CH2:6][C:7]([OH:9])=[O:8])([OH:4])=[O:3]. Reported procedure: A mixture of 18.9 g (0.066 mole) of the hydrochloride of 3-(1,2-dicarboxyethyl)-imidazo[1,2-a]pyridin-2(3H)-one, 7 g (0.1 mole) of methyl vinyl ketone, 50 ml of methanol and 50 ml of water is stirred at room temperature for 36 hours. The product is then precipitated by the dropwise addition of approximately 15 ml of 4N aqueous sodium hydroxide solution. The precipitate is filtered with suction, washed with water, methanol and acetone and dried in vacuo at 50° C. 8 g (38% of the theoretical yield...